This data is from the Open Reaction Database (ORD), a public repository of structured organic reaction records. The task is: describe an organic reaction: reactants, conditions, products, and yield As a reaction SMILES: C(OC1C=CN(CC(C2C=CC(C[Br:25])=CC=2C)=O)C(=O)C=1)C1C=CC=CC=1.[Cl:28][C:29]1[CH:30]=[CH:31][C:32]([CH2:35][O:36][C:37]2[CH:42]=[N:41][N:40]([CH2:43][C:44]([C:46]3[CH:51]=[CH:50][C:49]([CH2:52]O)=[CH:48][C:47]=3[CH3:54])=[O:45])[C:39](=[O:55])[CH:38]=2)=[N:33][CH:34]=1.C(OC1C=CN(CC(C2C=CC(CO)=CC=2C)=O)C(=O)C=1)C1C=CC=CC=1>>[Br:25][CH2:52][C:49]1[CH:50]=[CH:51][C:46]([C:44](=[O:45])[CH2:43][N:40]2[C:39](=[O:55])[CH:38]=[C:37]([O:36][CH2:35][C:32]3[CH:31]=[CH:30][C:29]([Cl:28])=[CH:34][N:33]=3)[CH:42]=[N:41]2)=[C:47]([CH3:54])[CH:48]=1. Product: BrCC1=CC(=C(C=C1)C(CN1N=CC(=CC1=O)OCC1=NC=C(C=C1)Cl)=O)C (2-[2-(4-Bromomethyl-2-methyl-phenyl)-2-oxo-ethyl]-5-(5-chloro-pyridin-2-ylmethoxy)-2H-pyridazin-3-one). The reactants are C(C1=CC=CC=C1)OC1=CC(N(C=C1)CC(=O)C1=C(C=C(C=C1)CBr)C)=O (4-Benzyloxy-1-[2-(4-bromomethyl-2-methyl-phenyl)-2-oxo-ethyl]-1H-pyridin-2-one), ClC=1C=CC(=NC1)COC1=CC(N(N=C1)CC(=O)C1=C(C=C(C=C1)CO)C)=O (5-(5-Chloro-pyridin-2-ylmethoxy)-2-[2-(4-hydroxymethyl-2-methyl-phenyl)-2-oxo-ethyl]-2H-pyridazin-3-one), C(C1=CC=CC=C1)OC1=CC(N(C=C1)CC(=O)C1=C(C=C(C=C1)CO)C)=O (4-Benzyloxy-1-[2-(4-hydroxymethyl-2-methyl-phenyl)-2-oxo-ethyl]-1H-pyridin-2-one). The yield is 83.0%. Procedure: 2-[2-(4-Bromomethyl-2-methyl-phenyl)-2-oxo-ethyl]-5-(5-chloro-pyridin-2-ylmethoxy)-2H-pyridazin-3-one is prepared following preparation 1d employing 5-(5-chloro-pyridin-2-ylmethoxy)-2-[2-(4-hydroxymethyl-2-methyl-phenyl)-2-oxo-ethyl]-2H-pyridazin-3-one (preparation 7a) instead of preparation 1c.